Dataset: the Open Reaction Database (ORD), a public repository of structured organic reaction records. Task: describe an organic reaction: reactants, conditions, products, and yield Conditions: time 2 hour. Reported procedure: To a solution of the title A compound from Example 3 (2.2 g, 12.5 mmol) and (trans)-4-amino-3,4-dihydro-2,2-dimethyl-2H-pyrano[3,2-c]pyridin-3-ol (1.1 g, 5.7 mmol) (prepared according to EP 0 205 292 A2) in dimethylformamide (5 ml) under argon, 1-(3-dimethylaminopropyl)-2-ethylcarbodiimide hydrochloride (2.2 g, 10.8 mmol) was added at room temperature. The reaction mixture was stirred at room temperature for 2 hours and then partitioned between water (pH ~11) and ethyl acetate. The organic phase... The reactants are C(#N)N=C(N[C@H]1[C@@H](C(OC2=C1C=C(C=C2)C#N)(C)C)O)NC2=CC=CC=C2 ((trans)-N"-Cyano-N-(6-cyano-3,4-dihydro-3-hydroxy-2,2-dimethyl-2H-1-benzopyran-4-yl)-N'-phenyl guanidine), N[C@H]1[C@@H](C(OC2=C1C=NC=C2)(C)C)O ((trans)-4-amino-3,4-dihydro-2,2-dimethyl-2H-pyrano[3,2-c]pyridin-3-ol), Cl.CN(CCCCCN=C=N)C (1-(3-dimethylaminopropyl)-2-ethylcarbodiimide hydrochloride). The yield is 24.4%. The solvent is CN(C=O)C (dimethylformamide). RXN SMILES: [C:1]([N:3]=[C:4]([NH:21]C1C=CC=CC=1)[NH:5][C@@H:6]1[C:11]2[CH:12]=C(C#N)[CH:14]=[CH:15][C:10]=2[O:9][C:8]([CH3:19])([CH3:18])[C@H:7]1[OH:20])#[N:2].N[C@@H:29]1[C:34]2C=N[CH:37]=[CH:38][C:33]=2OC(C)(C)[C@H:30]1O.Cl.C[N:44](C)CCCCCN=C=N>CN(C)C=O>[C:1]([N:3]=[C:4]([NH2:21])[N:5]([C:30]1[CH:29]=[CH:34][CH:33]=[CH:38][CH:37]=1)[C@@H:6]1[C:11]2[CH:12]=[N:44][CH:14]=[CH:15][C:10]=2[O:9][C:8]([CH3:18])([CH3:19])[C@H:7]1[OH:20])#[N:2] |f:2.3|. Product: C(#N)N=C(N([C@H]1[C@@H](C(OC2=C1C=NC=C2)(C)C)O)C2=CC=CC=C2)N ((trans)-N"-Cyano-N-(3,4-dihydro-3-hydroxy-2,2-dimethyl-2H-pyrano[3,2-c]pyridin-4-yl)phenylguanidine). Reactants: OC=1C2=C(N=CN1)C(=CC=N2)C(=O)N (4-hydroxy-pyrido[3,2-d]pyrimidine-8-carboxylic acid amide), NC1CN(CCC1C1=CC(=CC=C1)C(F)(F)F)C(=O)OC(C)(C)C (tert-butyl 3-amino-4-(3-(trifluoromethyl)phenyl)piperidine-1-carboxylate). The product is FC(C=1C=C(C=CC1)C1C(CNCC1)NC=1C2=C(N=CN1)C(=CC=N2)C(=O)N)(F)F (4-((4-(3-(trifluoromethyl)phenyl)piperidin-3-yl)amino)pyrido[3,2-d]pyrimidine-8-carboxamide). RXN SMILES: O[C:2]1[C:3]2[N:11]=[CH:10][CH:9]=[C:8]([C:12]([NH2:14])=[O:13])[C:4]=2[N:5]=[CH:6][N:7]=1.[NH2:15][CH:16]1[CH:21]([C:22]2[CH:27]=[CH:26][CH:25]=[C:24]([C:28]([F:31])([F:30])[F:29])[CH:23]=2)[CH2:20][CH2:19][N:18](C(OC(C)(C)C)=O)[CH2:17]1>>[F:31][C:28]([F:29])([F:30])[C:24]1[CH:23]=[C:22]([CH:21]2[CH2:20][CH2:19][NH:18][CH2:17][CH:16]2[NH:15][C:2]2[C:3]3[N:11]=[CH:10][CH:9]=[C:8]([C:12]([NH2:14])=[O:13])[C:4]=3[N:5]=[CH:6][N:7]=2)[CH:27]=[CH:26][CH:25]=1. Procedure: Compound 24 was prepared following general synthesis scheme 9 wherein 4-hydroxy-pyrido[3,2-d]pyrimidine-8-carboxylic acid amide was reacted with tert-butyl 3-amino-4-(3-(trifluoromethyl)phenyl)piperidine-1-carboxylate to give the title compound. LC-MS [417 (M+H)], 1H NMR (400 MHz, DMSO-d6) δ 9.78 (d, 1H), 9.06 (d, 1H), 9.03-8.95 (m, 1H), 8.90 (d, 1H), 8.88-8.73 (m, 1H), 8.50 (s, 1H), 8.32 (d, 1H), 8.16 (d, 1H), 7.62 (s, 1H), 7.56 (q, 1H), 7.43 (d, 2H), 5.22-5.02 (m, 1H), 3.60-3.38 (m, 3H), 3.14 ... Starting materials: C(C)(=O)C1=CC(=C(C(=O)OC)C=C1)F (methyl 4-acetyl-2-fluorobenzoate), Br (hydrogen bromide), O (water), ice water. Run in CS(=O)C (dimethyl sulfoxide). Run at temperature 60 celsius, time 8 hour. The product is FC1=C(C(=O)OC)C=CC(=C1)C(C=O)=O (methyl 2-fluoro-4-(oxoacetyl)benzoate). Reaction SMILES: [C:1]([C:4]1[CH:13]=[CH:12][C:7]([C:8]([O:10][CH3:11])=[O:9])=[C:6]([F:14])[CH:5]=1)(=[O:3])[CH3:2].Br.[OH2:16]>CS(C)=O>[F:14][C:6]1[CH:5]=[C:4]([C:1](=[O:3])[CH:2]=[O:16])[CH:13]=[CH:12][C:7]=1[C:8]([O:10][CH3:11])=[O:9]. Reported procedure: A mixture of methyl 4-acetyl-2-fluorobenzoate (1.6 g, 8.2 mmol) and 8.8M hydrogen bromide in water (2.8 mL) in dimethyl sulfoxide (20 mL) was stirred at 60° C. overnight. After cooling, the mixture was poured into ice-water. The reaction mixture was extracted with diethyl ether. The combined organic extracts were washed with brine, dried over sodium sulfate, filtered and concentrated to yield the desired product which was used in the next reaction step without further purification. (1.60 g, 93.3... Starting materials: CC#N, Clc1nc(Cl)nc(Nc2ccccc2)n1, O. The product is NC(=O)N(c1ccccc1)c1nc(Cl)nc(Cl)n1. As a reaction SMILES: [CH3:16][C:17]#[N:18].[Cl:1][c:2]1[n:3][c:4]([NH:9][c:10]2[cH:11][cH:12][cH:13][cH:14][cH:15]2)[n:5][c:6]([Cl:8])[n:7]1.[OH2:19]>>[Cl:1][c:2]1[n:3][c:4]([N:9]([c:10]2[cH:11][cH:12][cH:13][cH:14][cH:15]2)[C:17]([NH2:18])=[O:19])[n:5][c:6]([Cl:8])[n:7]1.